Dataset: the Open Reaction Database (ORD), a public repository of structured organic reaction records. Task: describe an organic reaction: reactants, conditions, products, and yield Reactants: CC(C)=O, CI, CC1=NCCc2ccc(N)cc21. The product is [I-], CC1=[N+](C)CCc2ccc(N)cc21. Reaction SMILES: [CH3:15][C:16](=[O:17])[CH3:18].[I:13][CH3:14].[NH2:1][c:2]1[cH:3][cH:4][c:5]2[c:10]([cH:11]1)[C:9]([CH3:12])=[N:8][CH2:7][CH2:6]2>>[I-:13].[NH2:1][c:2]1[cH:3][cH:4][c:5]2[c:10]([cH:11]1)[C:9]([CH3:12])=[N+:8]([CH3:14])[CH2:7][CH2:6]2.